This data is from the Open Reaction Database (ORD), a public repository of structured organic reaction records. The task is: describe an organic reaction: reactants, conditions, products, and yield The reactants are FC(C(=O)O)(F)F (Trifluoroacetic acid), ClC=1C=C(C=NC1OC1CCOCC1)OC1=CC(=C(C(=O)OC(C)(C)C)C=C1F)F (tert-butyl 4-{[5-chloro-6-(tetrahydro-2H-pyran-4-yloxy)pyridin-3-yl]oxy}-2,5-difluorobenzoate). Run in C(Cl)Cl (DCM), O (water). Conditions: time 16 hour. Yields the product ClC=1C=C(C=NC1OC1CCOCC1)OC1=CC(=C(C(=O)O)C=C1F)F (4-{[5-Chloro-6-(tetrahydro-2H-pyran-4-yloxy)pyridin-3-yl]oxy}-2,5-difluorobenzoic acid). The yield is 97.2%. Reaction SMILES: FC(F)(F)C(O)=O.[Cl:8][C:9]1[CH:10]=[C:11]([O:22][C:23]2[C:35]([F:36])=[CH:34][C:26]([C:27]([O:29]C(C)(C)C)=[O:28])=[C:25]([F:37])[CH:24]=2)[CH:12]=[N:13][C:14]=1[O:15][CH:16]1[CH2:21][CH2:20][O:19][CH2:18][CH2:17]1>C(Cl)Cl.O>[Cl:8][C:9]1[CH:10]=[C:11]([O:22][C:23]2[C:35]([F:36])=[CH:34][C:26]([C:27]([OH:29])=[O:28])=[C:25]([F:37])[CH:24]=2)[CH:12]=[N:13][C:14]=1[O:15][CH:16]1[CH2:17][CH2:18][O:19][CH2:20][CH2:21]1. Procedure: Trifluoroacetic acid (5 mL) was added to a solution of tert-butyl 4-{[5-chloro-6-(tetrahydro-2H-pyran-4-yloxy)pyridin-3-yl]oxy}-2,5-difluorobenzoate (Preparation 23, 0.28 g, 0.64 mmol) in DCM (10 mL) and stirred at room temperature for 16 hours. The reaction mixture was diluted with water (50 mL), and extracted with DCM (3×50 mL). The combined organics were dried over magnesium sulfate, filtered, and concentrated in vacuo to yield a yellow oil, which was purified by silica gel chromatography elu... Starting materials: FC1=C(C(=CC=C1)F)N1C(NCC2=C1N=C(N=C2C=2C=C(C(=O)NCCC)C=CC2C)S(=O)C)=O (3-[8-(2,6-difluorophenyl)-2-(methylsulfinyl)-7-oxo-5,6,7,8-tetrahydropyrimido[4,5-d]pyrimidin-4-yl]-4-methyl-N-propylbenzamide), CN1CCNCC1 (1-methylpiperazine), resultant solution. The solvent is C(Cl)Cl (DCM). The product is DCM DCM[90] MeOH[7] NH4OH[3], FC1=C(C(=CC=C1)F)N1C(NCC2=C1N=C(N=C2C=2C=C(C(=O)NCCC)C=CC2C)N2CCN(CC2)C)=O (3-[8-(2,6-difluorophenyl)-2-(4-methyl-1-piperazinyl)-7-oxo-5,6,7,8-tetrahydropyrimido[4,5-d]pyrimidin-4-yl]-4-methyl-N-propylbenzamide). Isolated yield 60.4%. Reaction SMILES: [F:1][C:2]1[CH:7]=[CH:6][CH:5]=[C:4]([F:8])[C:3]=1[N:9]1[C:14]2[N:15]=[C:16](S(C)=O)[N:17]=[C:18]([C:19]3[CH:20]=[C:21]([CH:28]=[CH:29][C:30]=3[CH3:31])[C:22]([NH:24][CH2:25][CH2:26][CH3:27])=[O:23])[C:13]=2[CH2:12][NH:11][C:10]1=[O:35].[CH3:36][N:37]1[CH2:42][CH2:41][NH:40][CH2:39][CH2:38]1>C(Cl)Cl>[F:1][C:2]1[CH:7]=[CH:6][CH:5]=[C:4]([F:8])[C:3]=1[N:9]1[C:14]2[N:15]=[C:16]([N:40]3[CH2:41][CH2:42][N:37]([CH3:36])[CH2:38][CH2:39]3)[N:17]=[C:18]([C:19]3[CH:20]=[C:21]([CH:28]=[CH:29][C:30]=3[CH3:31])[C:22]([NH:24][CH2:25][CH2:26][CH3:27])=[O:23])[C:13]=2[CH2:12][NH:11][C:10]1=[O:35]. Procedure: To a solution of compound 3-[8-(2,6-difluorophenyl)-2-(methylsulfinyl)-7-oxo-5,6,7,8-tetrahydropyrimido[4,5-d]pyrimidin-4-yl]-4-methyl-N-propylbenzamide (17 mg, 0.034 mmol) in DCM (2 mL) was added 1-methylpiperazine (0.011 mL, 0.10 mmol). The resultant solution was stirred at room temperature over night. The result mixture was concentrated. CombiFlash chromatography (mobile phase DCM/DCM[90]+MeOH[7]+NH4OH[3]) provided the title compound as a white solid (11 mg, 60%). LC-MS m/z 536 (M+H)+; 1H-NMR... Starting materials: C(C)(=O)OC1(C(C(C=C1)=O)CC=C)C (3-acetoxy-2-allyl-3-methyl-4-cyclopentenone), S(O)(O)(=O)=O (sulfuric acid), resultant mixture, [Cl-].[Na+] (sodium chloride). Run at time 1 hour. Product: C(C=C)C=1C(CC(C1C)O)=O (2-allyl-4-hydroxy-3-methyl-2-cyclopentenone). RXN SMILES: C(O[C:5]1([CH3:14])[CH:9]=[CH:8][C:7](=[O:10])[CH:6]1[CH2:11][CH:12]=[CH2:13])(=O)C.[Cl-].[Na+].S(=O)(=O)(O)[OH:18]>>[CH2:11]([C:6]1[C:7](=[O:10])[CH2:8][CH:9]([OH:18])[C:5]=1[CH3:14])[CH:12]=[CH2:13] |f:1.2|. Reported procedure: Into a four-necked flask equipped with a stirrer and a thermometer, 5% sulfuric acid (10 ml) was charged, and dl-3-acetoxy-2-allyl-3-methyl-4-cyclopentenone (2 g) was dropwise added thereto in 1 hour while keeping the inner temperature at 30° to 50° C. After completion of the dropwise addition, the resultant mixture was kept at the same temperature as above for 3 hours. Thereafter, sodium chloride (3 g) was added to the reaction mixture, which was extracted with methyl isobutyl ketone (20 ml) th...